Dataset: the Open Reaction Database (ORD), a public repository of structured organic reaction records. Task: describe an organic reaction: reactants, conditions, products, and yield The reactants are [K+], S=C(Cc1c(-c2ccccc2)nn2ccccc12)N1CCOCC1, [OH-], O. The product is O=C(O)Cc1c(-c2ccccc2)nn2ccccc12. RXN SMILES: [K+:26].[O:1]1[CH2:2][CH2:3][N:4]([C:7](=[S:5])[CH2:8][c:9]2[c:10](-[c:18]3[cH:19][cH:20][cH:21][cH:22][cH:23]3)[n:11][n:12]3[c:13]2[cH:14][cH:15][cH:16][cH:17]3)[CH2:6][CH2:24]1.[OH-:25].[OH2:27]>>[C:7]([CH2:8][c:9]1[c:10](-[c:18]2[cH:19][cH:20][cH:21][cH:22][cH:23]2)[n:11][n:12]2[c:13]1[cH:14][cH:15][cH:16][cH:17]2)(=[O:25])[OH:27]. Reactants: O[C@H]1C[C@@H]2CC[C@H]3[C@@H]4CC[C@H](C(C)=O)[C@]4(CC[C@@H]3[C@]2(C[C@@H]1N1CCOCC1)C)C ((2β,3α,5α)-3-hydroxy-2-(4-morpholinyl)pregnan-20-one), BrBr (Bromine), Cl (hydrogen chloride), C(C)(=O)Cl (acetyl chloride), C([O-])([O-])=O.[Na+].[Na+] (sodium carbonate). The solvent is O (water), CO (methanol), CO (methanol). Run at time 20 minute. The product is BrCC([C@H]1CC[C@H]2[C@@H]3CC[C@H]4C[C@@H]([C@H](C[C@]4(C)[C@H]3CC[C@]12C)N1CCOCC1)O)=O ((2β,3α,5α)-21-bromo-3-hydroxy-2-(4-morpholinyl)pregnan-20-one). RXN SMILES: [OH:1][C@@H:2]1[C@@H:21]([N:22]2[CH2:27][CH2:26][O:25][CH2:24][CH2:23]2)[CH2:20][C@@:19]2([CH3:28])[C@@H:4]([CH2:5][CH2:6][C@@H:7]3[C@@H:18]2[CH2:17][CH2:16][C@@:15]2([CH3:29])[C@H:8]3[CH2:9][CH2:10][C@@H:11]2[C:12](=[O:14])[CH3:13])[CH2:3]1.Cl.C(Cl)(=O)C.[Br:35]Br.C(=O)([O-])[O-].[Na+].[Na+]>CO.O>[Br:35][CH2:13][C:12](=[O:14])[C@@H:11]1[C@:15]2([CH3:29])[C@H:8]([C@H:7]3[C@H:18]([CH2:17][CH2:16]2)[C@:19]2([CH3:28])[C@H:4]([CH2:3][C@H:2]([OH:1])[C@@H:21]([N:22]4[CH2:23][CH2:24][O:25][CH2:26][CH2:27]4)[CH2:20]2)[CH2:5][CH2:6]3)[CH2:9][CH2:10]1 |f:4.5.6|. Procedure details: To a stirred suspension of 100 g of (2β,3α,5α)-3-hydroxy-2-(4-morpholinyl)pregnan-20-one, prepared according to British Patent 1,039,441, in 2.5 l of methanol were added 81 ml of 3M methanolic hydrogen chloride and 10 ml of acetyl chloride. Bromine (16.6 ml) in 1 l of methanol was added dropwise over 1.5 h. The mixture was stirred at room temperature for a further 20 min and then poured into 18 l of water. Aqueous sodium carbonate solution was added until the pH exceeded 9.0 and the precipitated... Reactants: N1=C2N(C(NC1=O)=O)CCCC2 (6,7,8,9-tetrahydro-2H-pyrido[1,2-a]-1,3,5-triazine-2,4(3H)-dione), FC1=CC=C(C(=O)C2CCN(CC2)CCCO)C=C1 (4-(4-fluorobenzoyl)-1-(3-hydroxypropyl)piperidine), C1(=CC=CC=C1)P(C1=CC=CC=C1)C1=CC=CC=C1 (triphenylphosphine), N(=NC(=O)OCC)C(=O)OCC (diethyl azodicarboxylate). Solvent: CN(C=O)C (N,N-dimethylformamide). Yields the product FC1=CC=C(C(=O)C2CCN(CC2)CCCN2C(N=C3N(C2=O)CCCC3)=O)C=C1 (3-[3-[4-(4-Fluorobenzoyl)piperidin-1-yl)propyl]-6,7,8,9-tetrahydro-2H-pyrido[1,2-a]-1,3,5-triazine-2,4(3H)-dione). RXN SMILES: [N:1]1[C:6](=[O:7])[NH:5][C:4](=[O:8])[N:3]2[CH2:9][CH2:10][CH2:11][CH2:12][C:2]=12.[F:13][C:14]1[CH:31]=[CH:30][C:17]([C:18]([CH:20]2[CH2:25][CH2:24][N:23]([CH2:26][CH2:27][CH2:28]O)[CH2:22][CH2:21]2)=[O:19])=[CH:16][CH:15]=1.C1(P(C2C=CC=CC=2)C2C=CC=CC=2)C=CC=CC=1.N(C(OCC)=O)=NC(OCC)=O>CN(C)C=O>[F:13][C:14]1[CH:15]=[CH:16][C:17]([C:18]([CH:20]2[CH2:25][CH2:24][N:23]([CH2:26][CH2:27][CH2:28][N:5]3[C:4](=[O:8])[N:3]4[CH2:9][CH2:10][CH2:11][CH2:12][C:2]4=[N:1][C:6]3=[O:7])[CH2:22][CH2:21]2)=[O:19])=[CH:30][CH:31]=1. Procedure: In the manner described in Example 1-2), 6,7,8,9-tetrahydro-2H-pyrido[1,2-a]-1,3,5-triazine-2,4(3H)-dione prepared in Example 1-1) and 4-(4-fluorobenzoyl)-1-(3-hydroxypropyl)piperidine were condensed in N,N-dimethylformamide in the presence of triphenylphosphine and diethyl azodicarboxylate to obtain the entitled compound as an oily substance.